This data is from the Open Reaction Database (ORD), a public repository of structured organic reaction records. The task is: describe an organic reaction: reactants, conditions, products, and yield Starting materials: [Si](C)(C)(C(C)(C)C)OCCN1N=C(C=C1C)C(=O)OCC (ethyl 1-(2-t-butyldimethylsilyloxyethyl)-5-methylpyrazole-3-carboxylate), 285, 2, [K+].[Br-] (KBr). Yields the product [Si](C)(C)(C(C)(C)C)OCCN1N=C(C=C1C)C(=O)O (1-(2-t-Butyldimethylsilyloxyethyl)-5-methylpyrazole-3-carboxylic acid). As a reaction SMILES: [Si:1]([O:8][CH2:9][CH2:10][N:11]1[C:15]([CH3:16])=[CH:14][C:13]([C:17]([O:19]CC)=[O:18])=[N:12]1)([C:4]([CH3:7])([CH3:6])[CH3:5])([CH3:3])[CH3:2].[K+].[Br-]>>[Si:1]([O:8][CH2:9][CH2:10][N:11]1[C:15]([CH3:16])=[CH:14][C:13]([C:17]([OH:19])=[O:18])=[N:12]1)([C:4]([CH3:7])([CH3:5])[CH3:6])([CH3:3])[CH3:2] |f:1.2|. Procedure: The title compound was prepared from ethyl 1-(2-t-butyldimethylsilyloxyethyl)-5-methylpyrazole-3-carboxylate (16.08 g, 51.5 mM) as described in Example 4 Preparation 2 as a white solid (10.5 g, 72%); νmax (KBr) 1688, 1648, 1533 and 1505 cm-1 ; δH (CDCl3) -0.10 (6H, s), 0.81 (9H, s), 2.35 (3H, s), 4.00 (2H, t, J5 Hz), 4.24 (2H, t, J5 Hz),6.60 (1H, s); NH3DCI m/e 285 (100%). The reactants are C1(=CC=CC=C1)C(OCC(C)(C)NC=O)C1=CC=CC=C1 (1-diphenylmethoxy-2-formylamino-2-methylpropane), [H-].[Al+3].[Li+].[H-].[H-].[H-] (lithium aluminium hydride). Run in CCOCC (ether), CCOCC (ether). Conditions: time 18 hour. Yields the product C1(=CC=CC=C1)C(OCC(C)(NC)C)C1=CC=CC=C1 (1-Diphenylmethoxy-2-methyl-2-(methylamino)propane). The yield is 96.2%. RXN SMILES: [C:1]1([CH:7]([C:16]2[CH:21]=[CH:20][CH:19]=[CH:18][CH:17]=2)[O:8][CH2:9][C:10]([NH:13][CH:14]=O)([CH3:12])[CH3:11])[CH:6]=[CH:5][CH:4]=[CH:3][CH:2]=1.[H-].[Al+3].[Li+].[H-].[H-].[H-]>CCOCC>[C:1]1([CH:7]([C:16]2[CH:21]=[CH:20][CH:19]=[CH:18][CH:17]=2)[O:8][CH2:9][C:10]([CH3:12])([NH:13][CH3:14])[CH3:11])[CH:2]=[CH:3][CH:4]=[CH:5][CH:6]=1 |f:1.2.3.4.5.6|. Procedure: A solution of 1-diphenylmethoxy-2-formylamino-2-methylpropane (8.2 g) in ether (50 ml) was added to a suspension of lithium aluminium hydride (2.2 g) in ether (100 ml) at a rate which maintained a gentle reflux. The mixture was stirred at room temperature for 18 hours, quenched by the sequential dropwise addition of water (2.2 ml), 5M aqueous sodium hydroxide solution (2.2 ml) and water (6.6 ml) and filtered. The filtrate was dried over sodium sulphate and evaporated to give the title compound a... Reactants: C(C1=CC=CC=C1)OC1=CC=C(C=C1)N1N=C(C=C1C1=CC=C(OCCNC(=O)N)C=C1)C(F)(F)F (N-(2-{4-[l-[4-(Benzyloxy)phenyl]-3-(trifluoromethyl)-1H-pyrazol-5-yl]phenoxy}ethyl)urea). The reagents and catalysts are [Pd] (palladium on carbon). The solvent is CO (methanol). Run at time 3 hour. The product is OC1=CC=C(C=C1)N1N=C(C=C1C1=CC=C(OCCNC(=O)N)C=C1)C(F)(F)F (N-(2-{4-[1-(4-Hydroxyphenyl)-3-(trifluoromethyl)-1H-pyrazol-5-yl]-phenoxy}ethyl)urea). Isolated yield 97.3%. RXN SMILES: C([O:8][C:9]1[CH:14]=[CH:13][C:12]([N:15]2[C:19]([C:20]3[CH:32]=[CH:31][C:23]([O:24][CH2:25][CH2:26][NH:27][C:28]([NH2:30])=[O:29])=[CH:22][CH:21]=3)=[CH:18][C:17]([C:33]([F:36])([F:35])[F:34])=[N:16]2)=[CH:11][CH:10]=1)C1C=CC=CC=1>CO.[Pd]>[OH:8][C:9]1[CH:10]=[CH:11][C:12]([N:15]2[C:19]([C:20]3[CH:32]=[CH:31][C:23]([O:24][CH2:25][CH2:26][NH:27][C:28]([NH2:30])=[O:29])=[CH:22][CH:21]=3)=[CH:18][C:17]([C:33]([F:35])([F:36])[F:34])=[N:16]2)=[CH:13][CH:14]=1. Procedure details: To a solution of N-(2-{4-[l-[4-(benzyloxy)phenyl]-3-(trifluoromethyl)-1H-pyrazol-5-yl]phenoxy}ethyl)urea obtained by Example 80 (10.33 g) in methanol (100 ml) was added palladium on carbon (10% wet, 2 g), and the mixture was stirred vigorously at room temperature under hydrogen atmosphere for 3 hrs. The whole mixture was filtered and evaporated to give oil (8.23 g). The oil was purified with silica gel column chromatography [250 ml, 3% methanol/chloroform (500 ml), 5% methanol/chloroform (500 ml... Starting materials: O=C([O-])[O-], CS(C)=O, CCOC(C)=O, O=Cc1ccc(Cl)c([N+](=O)[O-])c1, [Cs+], [Cs+], COC(=O)C1CCNCC1. Product: COC(=O)C1CCN(c2ccc(C=O)cc2[N+](=O)[O-])CC1. Reaction SMILES: [C:13](=[O:14])([O-:15])[O-:16].[CH3:29][S:30]([CH3:31])=[O:32].[CH3:33][CH2:34][O:35][C:36]([CH3:37])=[O:38].[Cl:1][c:2]1[c:3]([N+:10](=[O:11])[O-:12])[cH:4][c:5]([CH:6]=[O:7])[cH:8][cH:9]1.[Cs+:17].[Cs+:18].[NH:19]1[CH2:20][CH2:21][CH:22]([C:25](=[O:26])[O:27][CH3:28])[CH2:23][CH2:24]1>>[c:2]1([N:19]2[CH2:20][CH2:21][CH:22]([C:25](=[O:26])[O:27][CH3:28])[CH2:23][CH2:24]2)[c:3]([N+:10](=[O:11])[O-:12])[cH:4][c:5]([CH:6]=[O:7])[cH:8][cH:9]1.